describe an organic reaction: reactants, conditions, products, and yield From a dataset of the Open Reaction Database (ORD), a public repository of structured organic reaction records. Reactants: FC(C=1C=C(C=CC1)NC1=CC(CC1)=O)(F)F (3-(3-(trifluoromethyl)phenylamino)cyclopent-2-enone), ClC1=NC=C(C=C1)C(N=C=O)Cl (2-chloro-5-(chloro(iso-cyanato)methyl)pyridine), ClC1=NC=C(C=C1)C(N=C=O)Cl (2-chloro-5-(chloro(iso-cyanato)methyl)pyridine). Run in ClCCl (dichloromethane), ClCCl (dichloromethane). Conditions: time 2 hour. The product is ClC1=CC=C(C=N1)C1C2=C(N(C(N1)=O)C1=CC(=CC=C1)C(F)(F)F)CCC2=O (4-(6-Chloropyridin-3-yl)-1-(3-(trifluoromethyl)phenyl)-3,4,6,7-tetrahydro-1H-cyclopenta[d]pyrimidine-2,5-dione). RXN SMILES: [F:1][C:2]([F:17])([F:16])[C:3]1[CH:4]=[C:5]([NH:9][C:10]2[CH2:14][CH2:13][C:12](=[O:15])[CH:11]=2)[CH:6]=[CH:7][CH:8]=1.[Cl:18][C:19]1[CH:24]=[CH:23][C:22]([CH:25](Cl)[N:26]=[C:27]=[O:28])=[CH:21][N:20]=1>ClCCl>[Cl:18][C:19]1[N:20]=[CH:21][C:22]([CH:25]2[NH:26][C:27](=[O:28])[N:9]([C:5]3[CH:6]=[CH:7][CH:8]=[C:3]([C:2]([F:16])([F:17])[F:1])[CH:4]=3)[C:10]3[CH2:14][CH2:13][C:12](=[O:15])[C:11]2=3)=[CH:23][CH:24]=1. Procedure: A solution of 3-(3-(trifluoromethyl)phenylamino)cyclopent-2-enone (900 mg, 3.73 mmol) in dichloromethane (8 mL) is added dropweise to a solution of 2-chloro-5-(chloro(iso-cyanato)methyl)pyridine (intermediate 10, 757 mg, 3.73 mmol) in dichloromethane (7 mL). The mixture is stirred at room temperature for 2 h and concentrated, and the residue is purified by reversed phase HPLC (Waters Xbridge™-C18, gradient of acetonitrile in water, 0.1% NH3). Yield: 160 mg; ESI mass spectrum [M+H]+=408; Retentio... Reactants: OC=1C=C(C(=O)O)C=C(C1C1=CC=CC=C1)[N+](=O)[O-] (3-hydroxy-5-nitro-4-phenylbenzoic acid), S(O)(O)(=O)=O (sulfuric acid), C(C)O (ethanol). Yields the product OC=1C=C(C(=O)OCC)C=C(C1C1=CC=CC=C1)[N+](=O)[O-] (ethyl 3-hydroxy-5-nitro-4-phenylbenzoate). Reaction SMILES: [OH:1][C:2]1[CH:3]=[C:4]([CH:8]=[C:9]([N+:17]([O-:19])=[O:18])[C:10]=1[C:11]1[CH:16]=[CH:15][CH:14]=[CH:13][CH:12]=1)[C:5]([OH:7])=[O:6].S(=O)(=O)(O)O.[CH2:25](O)[CH3:26]>>[OH:1][C:2]1[CH:3]=[C:4]([CH:8]=[C:9]([N+:17]([O-:19])=[O:18])[C:10]=1[C:11]1[CH:16]=[CH:15][CH:14]=[CH:13][CH:12]=1)[C:5]([O:7][CH2:25][CH3:26])=[O:6]. Reported procedure: A mixture of 3-hydroxy-5-nitro-4-phenylbenzoic acid (22 g; prepared as in Example 2, step B), conc. sulfuric acid (10 ml) and ethanol (400 ml) is refluxed for 20 hours. The resulting solution is concentrated in vacuo to about 100 ml and is then diluted with water (about 300 ml). The separated ethyl 3-hydroxy-5-nitro-4-phenylbenzoate is collected by filtration, washed with water and dried. After recrystallization from carbon tetrachloride, the ester is obtained with a melting point of 128°-130° C... The reactants are C(CC)[C@@H]1N[C@@H](CC=2C3=CC=CC=C3NC12)C(=O)OC (methyl (1RS,3RS)-cis-1-n-propyl-1,2,3,4-tetrahydro-β-carboline-3-carboxylate), [OH-].[Na+] (NaOH). The solvent is CO (methanol). Conditions: time 1.5 hour. Yields the product C(CC)[C@@H]1N[C@@H](CC=2C3=CC=CC=C3NC12)C(=O)O ((1RS,3RS)-cis-1-n-Propyl-1,2,3,4-tetrahydro-β-carboline-3-carboxylic acid). Yield: 81.1%. Reaction SMILES: [CH2:1]([C@H:4]1[C:16]2[NH:15][C:14]3[C:9](=[CH:10][CH:11]=[CH:12][CH:13]=3)[C:8]=2[CH2:7][C@@H:6]([C:17]([O:19]C)=[O:18])[NH:5]1)[CH2:2][CH3:3].[OH-].[Na+]>CO>[CH2:1]([C@H:4]1[C:16]2[NH:15][C:14]3[C:9](=[CH:10][CH:11]=[CH:12][CH:13]=3)[C:8]=2[CH2:7][C@@H:6]([C:17]([OH:19])=[O:18])[NH:5]1)[CH2:2][CH3:3] |f:1.2|. Procedure details: A mixture of methyl (1RS,3RS)-cis-1-n-propyl-1,2,3,4-tetrahydro-β-carboline-3-carboxylate (1.3 g), 1N NaOH (5.5 ml) and methanol (8 ml) is stirred at room temperature for 1.5 hours. The mixture is distilled under reduced pressure to remove methanol. The residue is adjusted to pH 4 with 10% HCl, and the precipitated crystals are collected by filtration, washed with water and then dried to give the title compound (1.0 g, 81%) as colorless needles, m.p. 225°-226° C. The reactants are C(#N)CNC(C1=C(C=C(C(=C1)Cl)NC(=O)C)OC(C)=O)=O (N-(cyanomethyl) 2-acetoxy 4-acetamino 5-chlorobenzamide), C(C)NCCN (N-ethyl ethylene diamine). Solvent: C(=S)=S (carbon disulphide). The product is C(C)N1C(=NCC1)CNC(C1=C(C=C(C(=C1)Cl)NC(=O)C)O)=O (N-[(1-ethyl 2-imidazolin-2-yl)methyl]2-hydroxy 4-acetamino 5-chlorobenzamide). Reaction SMILES: [C:1]([CH2:3][NH:4][C:5](=[O:21])[C:6]1[CH:11]=[C:10]([Cl:12])[C:9]([NH:13][C:14]([CH3:16])=[O:15])=[CH:8][C:7]=1[O:17]C(=O)C)#[N:2].[CH2:22]([NH:24][CH2:25][CH2:26]N)[CH3:23]>C(=S)=S>[CH2:22]([N:24]1[CH2:25][CH2:26][N:2]=[C:1]1[CH2:3][NH:4][C:5](=[O:21])[C:6]1[CH:11]=[C:10]([Cl:12])[C:9]([NH:13][C:14]([CH3:16])=[O:15])=[CH:8][C:7]=1[OH:17])[CH3:23]. Procedure: 143 g of N-(cyanomethyl) 2-acetoxy 4-acetamino 5-chlorobenzamide was introduced into a one liter balloon flask provided with sealed agitator, a reflux condenser on which there was disposed a bubble counter containing vaseline oil, a thermometer and a dropping funnel. Thereafter, 123 g of N-ethyl ethylene diamine were rapidly added dropwise. The reaction was exothermic. The temperature rose to 110° C. and the amount of gas evolved was substantial. A thick solution was obtained. The solution was h... Starting materials: CC(C)(C)OC(=O)C(N)CCBr, Cc1ccccc1, [N-]=[N+]=[N-], [Na+]. Yields the product CC(C)(C)OC(=O)C(N)CCN=[N+]=[N-]. Reaction SMILES: [C:5](=[O:6])([O:7][C:8]([CH3:9])([CH3:10])[CH3:11])[CH:12]([CH2:13][CH2:14][Br:15])[NH2:16].[CH3:17][c:18]1[cH:19][cH:20][cH:21][cH:22][cH:23]1.[N-:1]=[N+:2]=[N-:3].[Na+:4]>>[N:1](=[N+:2]=[N-:3])[CH2:14][CH2:13][CH:12]([C:5](=[O:6])[O:7][C:8]([CH3:9])([CH3:10])[CH3:11])[NH2:16]. The reactants are COC(CC1=CC(=CC=C1)C#CCCO[Si](C)(C)C(C)(C)C)=O ({3-[4-(t-butyidimethylsilyloxy)but-1-ynyl]phenyl}acetic acid methyl ester), [H][H] (hydrogen). The reagents and catalysts are [Pd] (Pd/C). The solvent is CO (MeOH). Yields the product COC(CC1=CC(=CC=C1)CCCCO)=O ({3-[4-Hydroxybutyl]phenyl}acetic acid methyl ester). The yield is 64.3%. As a reaction SMILES: [CH3:1][O:2][C:3](=[O:23])[CH2:4][C:5]1[CH:10]=[CH:9][CH:8]=[C:7]([C:11]#[C:12][CH2:13][CH2:14][O:15][Si](C(C)(C)C)(C)C)[CH:6]=1.[H][H]>CO.[Pd]>[CH3:1][O:2][C:3](=[O:23])[CH2:4][C:5]1[CH:10]=[CH:9][CH:8]=[C:7]([CH2:11][CH2:12][CH2:13][CH2:14][OH:15])[CH:6]=1. Reported procedure: A solution of {3-[4-(t-butyidimethylsilyloxy)but-1-ynyl]phenyl}acetic acid methyl ester (700 mg, 2.1 mmol) in MeOH (15 ml) was treated with 5% Pd/C (100 mg) and hydrogen gas (1 atm) for 1 hr. The catalyst was filtered, and the solvent evaporated. The residue was dissolved in THF (1 ml), and treated with tetrabutyl ammonium fluoride (2 ml of a 1N solution in THF) for 2 hr. The reaction was diluted with water and extracted with diethyl ether. The organic extracts were washed with water, dried, eva... Starting materials: [N-]=[N+]=NC(CC=O)c1ccc(C(F)(F)F)nc1, C1CCOC1. The product is [N-]=[N+]=NC(CCO)c1ccc(C(F)(F)F)nc1. Reaction SMILES: [N:1](=[N+:2]=[N-:3])[CH:4]([CH2:5][CH:6]=[O:7])[c:8]1[cH:9][n:10][c:11]([C:14]([F:15])([F:16])[F:17])[cH:12][cH:13]1.[O:18]1[CH2:19][CH2:20][CH2:21][CH2:22]1>>[N:1](=[N+:2]=[N-:3])[CH:4]([CH2:5][CH2:6][OH:7])[c:8]1[cH:9][n:10][c:11]([C:14]([F:15])([F:16])[F:17])[cH:12][cH:13]1. Reactants: C(C)(=O)N1C(C(C2=CC=C(C=C12)C(=O)OC)=C(C1=CC=CC=C1)OCC)=O (1-acetyl-3-(1-ethoxy-1-phenylmethylene)-6-methoxycarbonyl-2-indolinone), CN(C)CC(=O)N(C1=CC=C(C=C1)N)C (N-dimethylaminomethylcarbonyl-N-methyl-p-phenylenediamine). Yields the product CN(C)CC(=O)N(C)C1=CC=C(N\C(\C2=CC=CC=C2)=C\2/C(NC3=CC(=CC=C23)C(=O)OC)=O)C=C1 (3-Z-[1-(4-(N-dimethylaminomethylcarbonyl-N-methyl-amino)-anilino)-1-phenyl-methylene]-6-methoxycarbonyl-2-indolinone). As a reaction SMILES: C([N:4]1[C:12]2[C:7](=[CH:8][CH:9]=[C:10]([C:13]([O:15][CH3:16])=[O:14])[CH:11]=2)[C:6](=[C:17](OCC)[C:18]2[CH:23]=[CH:22][CH:21]=[CH:20][CH:19]=2)[C:5]1=[O:27])(=O)C.[CH3:28][N:29]([CH2:31][C:32]([N:34]([CH3:42])[C:35]1[CH:40]=[CH:39][C:38]([NH2:41])=[CH:37][CH:36]=1)=[O:33])[CH3:30]>>[CH3:30][N:29]([CH2:31][C:32]([N:34]([C:35]1[CH:36]=[CH:37][C:38]([NH:41]/[C:17](=[C:6]2\[C:5](=[O:27])[NH:4][C:12]3[C:7]\2=[CH:8][CH:9]=[C:10]([C:13]([O:15][CH3:16])=[O:14])[CH:11]=3)/[C:18]2[CH:23]=[CH:22][CH:21]=[CH:20][CH:19]=2)=[CH:39][CH:40]=1)[CH3:42])=[O:33])[CH3:28]. Procedure: Prepared from 1-acetyl-3-(1-ethoxy-1-phenylmethylene)-6-methoxycarbonyl-2-indolinone and N-dimethylaminomethylcarbonyl-N-methyl-p-phenylenediamine Rf value: 0.5 (silica gel, methylene chloride/methanol=9:1) C28H28N4O4 Reactants: C(CCC)C=1NC2=CC(=CC=C2C(N1)=O)C(=O)O (2-butyl-7-carboxy-4(1H)-quinazolinone), S(O)(O)(=O)=O (sulfuric acid), C(C)O (ethanol). Product: C(CCC)C=1NC2=CC(=CC=C2C(N1)=O)C(=O)OCC (2-Butyl-7-carboethoxy-4(1H)-quinazolinone). RXN SMILES: [CH2:1]([C:5]1[NH:6][C:7]2[C:12]([C:13](=[O:15])[N:14]=1)=[CH:11][CH:10]=[C:9]([C:16]([OH:18])=[O:17])[CH:8]=2)[CH2:2][CH2:3][CH3:4].S(=O)(=O)(O)O.[CH2:24](O)[CH3:25]>>[CH2:1]([C:5]1[NH:6][C:7]2[C:12]([C:13](=[O:15])[N:14]=1)=[CH:11][CH:10]=[C:9]([C:16]([O:18][CH2:24][CH3:25])=[O:17])[CH:8]=2)[CH2:2][CH2:3][CH3:4]. Procedure: A mixture of 5.0 g of 2-butyl-7-carboxy-4(1H)-quinazolinone in 100 ml of absolute ethanol containing 2 ml of sulfuric acid is refluxed for 48 hours. The solvent is evaporated in vacuo and the residue partitioned between water and chloroform. The organic layer is washed with aqueous saturated sodium bicarbonate, dried with anhydrous sodium sulfate, filtered and evaporated to a residue which crystallizes from ethyl acetate-hexane to afford 4.5 g of the desired product, mp 145° C. Reactants: CO (methanol), [H-].[Na+] (sodium hydride), FC1=CC=C(C=O)C=C1 (4-fluorobenzaldehyde), CC(C(=O)OC)CC(=O)OC (dimethyl methylsuccinate). The solvent is C1(=CC=CC=C1)C (toluene), C1(=CC=CC=C1)C (toluene). Reaction conditions: time 2 hour. Product: FC1=CC=C(C=C1)\C=C(\C(=O)O)/C(C(=O)O)C (2-[1-(4-fluoro-phenyl)-meth-(E)-ylidene]-3-methyl succinic acid). As a reaction SMILES: [H-].[Na+].[F:3][C:4]1[CH:11]=[CH:10][C:7]([CH:8]=O)=[CH:6][CH:5]=1.[CH3:12][CH:13]([CH2:18][C:19]([O:21]C)=[O:20])[C:14]([O:16]C)=[O:15].CO>C1(C)C=CC=CC=1>[F:3][C:4]1[CH:11]=[CH:10][C:7](/[CH:8]=[C:18](\[CH:13]([CH3:12])[C:14]([OH:16])=[O:15])/[C:19]([OH:21])=[O:20])=[CH:6][CH:5]=1 |f:0.1|. Reported procedure: To a suspension of sodium hydride (60% in paraffin oil, 31g, 686 mmol) in toluene (150 mL) was added a solution of 4-fluorobenzaldehyde (30 g, 214 mmol) and dimethyl methylsuccinate (58 g, 312 mmol) in toluene (150 mL) over 1 hour at 0° C. under nitrogen. The reaction was initiated by addition of a drop of methanol at room temperature and was stirred at room temperature for 2 hours. The reaction was quenched by slow addition of 2.0 N aqueous NaOH (300 mL) at 0° C. The resulting mixture was stirr...